describe an organic reaction: reactants, conditions, products, and yield From a dataset of the Open Reaction Database (ORD), a public repository of structured organic reaction records. Starting materials: NH4HCO2, N1CCC(=CC1)C1=C(NC2=CC=CC=C12)C1=CC=CC=C1 (3-(1,2,3,6-Tetrahydropyridin-4-yl)-2-phenyl-1H-indole), NH4HCO2. Reagents/catalysts: [Pd] (Palladium on carbon), [Pd] (palladium on carbon). Run in O (H2O), CO (MeOH). Reaction conditions: time 8 hour. Yields the product N1CCC(CC1)C1=C(NC2=CC=CC=C12)C1=CC=CC=C1 (3-(Piperidin-4-yl)-2-phenyl-1H-indole). The yield is 75.5%. Reaction SMILES: [NH:1]1[CH2:6][CH:5]=[C:4]([C:7]2[C:15]3[C:10](=[CH:11][CH:12]=[CH:13][CH:14]=3)[NH:9][C:8]=2[C:16]2[CH:21]=[CH:20][CH:19]=[CH:18][CH:17]=2)[CH2:3][CH2:2]1>[Pd].CO.O>[NH:1]1[CH2:6][CH2:5][CH:4]([C:7]2[C:15]3[C:10](=[CH:11][CH:12]=[CH:13][CH:14]=3)[NH:9][C:8]=2[C:16]2[CH:21]=[CH:20][CH:19]=[CH:18][CH:17]=2)[CH2:3][CH2:2]1. Reported procedure: 3-(1,2,3,6-Tetrahydropyridin-4-yl)-2-phenyl-1H-indole (25 g, 91 mmol), palladium on carbon (10% w/w, 2.5 g) and NH4HCO2 (57 g, 0.72 mol) were refluxed in MeOH (300 ml) for 8 h. Palladium on carbon (10% w/w, 1.25 g) and NH4HCO2 (29 g, 0.36 mol) were added, and refluxing continued for 8 h. The mixture was cooled, filtered, and evaporated to give a white solid. This was suspended in H2O (1 l) and 1M NaOH (100 ml), and the mixture extracted with CH2Cl2 (5×150 ml). The combined organic layers were wa... Reactants: CC(C)(C)OC(=O)NCCCCBr, CC#N, Cl, O=C(c1ccc(F)cc1)C1CCNCC1, [I-], [Na+], O. The product is CC(C)(C)OC(=O)NCCCCN1CCC(C(=O)c2ccc(F)cc2)CC1. Reaction SMILES: [C:17](=[O:18])([O:19][C:20]([CH3:21])([CH3:22])[CH3:23])[NH:24][CH2:25][CH2:26][CH2:27][CH2:28][Br:29].[CH3:33][C:34]#[N:35].[ClH:1].[F:2][c:3]1[cH:4][cH:5][c:6]([C:7](=[O:8])[CH:9]2[CH2:10][CH2:11][NH:12][CH2:13][CH2:14]2)[cH:15][cH:16]1.[I-:31].[Na+:30].[OH2:32]>>[F:2][c:3]1[cH:4][cH:5][c:6]([C:7](=[O:8])[CH:9]2[CH2:10][CH2:11][N:12]([CH2:28][CH2:27][CH2:26][CH2:25][NH:24][C:17](=[O:18])[O:19][C:20]([CH3:21])([CH3:22])[CH3:23])[CH2:13][CH2:14]2)[cH:15][cH:16]1. Reactants: C1CCOC1, Cc1ncsc1CCO, CC(C)OC(=O)N=NC(=O)OC(C)C, c1ccc(P(c2ccccc2)c2ccccc2)cc1. The product is O=P(c1ccccc1)(c1ccccc1)c1ccccc1. As a reaction SMILES: [CH2:43]1[O:44][CH2:45][CH2:46][CH2:47]1.[CH3:15][c:16]1[n:17][cH:18][s:19][c:20]1[CH2:21][CH2:22][OH:23].[O:1]=[C:2]([O:3][CH:4]([CH3:5])[CH3:6])[N:7]=[N:8][C:9]([O:10][CH:11]([CH3:12])[CH3:13])=[O:14].[c:24]1([P:30]([c:31]2[cH:32][cH:33][cH:34][cH:35][cH:36]2)[c:37]2[cH:38][cH:39][cH:40][cH:41][cH:42]2)[cH:25][cH:26][cH:27][cH:28][cH:29]1>>[O:1]=[P:30]([c:24]1[cH:25][cH:26][cH:27][cH:28][cH:29]1)([c:31]1[cH:32][cH:33][cH:34][cH:35][cH:36]1)[c:37]1[cH:38][cH:39][cH:40][cH:41][cH:42]1. Reactants: O (water), FC(C(=O)N[C@@H]1CC[C@H](CC1)O)(F)F (2,2,2-Trifluoro-N-(trans-4-hydroxy-cyclohexyl)-acetamide), IC (iodomethane), [H-].[Na+] (sodium hydride). Solvent: CC(=O)N(C)C (dimethyl acetamide). Run at temperature 0 celsius. Product: FC(C(=O)N(C)C1CCC(CC1)O)(F)F (2,2,2-Trifluoro-N-(4-hydroxy-cyclohexyl)-N-methyl-acetamide). As a reaction SMILES: [F:1][C:2]([F:14])([F:13])[C:3]([NH:5][C@H:6]1[CH2:11][CH2:10][C@H:9]([OH:12])[CH2:8][CH2:7]1)=[O:4].[H-].[Na+].I[CH3:18].O>CC(N(C)C)=O>[F:1][C:2]([F:13])([F:14])[C:3]([N:5]([CH:6]1[CH2:7][CH2:8][CH:9]([OH:12])[CH2:10][CH2:11]1)[CH3:18])=[O:4] |f:1.2|. Procedure details: 5 g of 2,2,2-trifluoro-N-(4-hydroxy-cyclohexyl)-acetamide (148) were dissolved in 25 mL of dimethyl acetamide, 625 mg of 95% sodium hydride were added and the reaction mixture was cooled to 0° C. 1.64 mL of iodomethane were added slowly and the reaction mixture was allowed to warm to room temperature. Upon completion, the reaction mixture was poured into water, extracted three times with methyl tert. butyl ether and the combined organic layer was extracted once with brine, dried over sodium sulf... Reactants: ClC=1C=C(C=CC1C#N)C1=NN(C=C1)C[C@H](C)NC(=O)C=1N=C(SC1)C1=CC=NN1C1OCCCC1 (N—((S)-1-(3-(3-chloro-4-cyanophenyl)-1H-pyrazol-1-yl)propan-2-yl)-2-(1-(tetrahydro-2H-pyran-2-yl)-1H-pyrazol-5-yl)thiazole-4-carboxamide), Cl.CCO (HCl EtOH). Solvent: C(C)(=O)OCC (ethyl acetate). Conditions: time 3 hour. The product is ClC=1C=C(C=CC1C#N)C1=NN(C=C1)C[C@H](C)NC(=O)C=1N=C(SC1)C1=NNC=C1 ((S)—N-(1-(3-(3-chloro-4-cyanophenyl)-1H-pyrazol-1-yl)propan-2-yl)-2-(1H-pyrazol-3-yl)thiazole-4-carboxamide). Isolated yield 94.0%. As a reaction SMILES: [Cl:1][C:2]1[CH:3]=[C:4]([C:10]2[CH:14]=[CH:13][N:12]([CH2:15][C@@H:16]([NH:18][C:19]([C:21]3[N:22]=[C:23]([C:26]4[N:30](C5CCCCO5)[N:29]=[CH:28][CH:27]=4)[S:24][CH:25]=3)=[O:20])[CH3:17])[N:11]=2)[CH:5]=[CH:6][C:7]=1[C:8]#[N:9].Cl.CCO>C(OCC)(=O)C>[Cl:1][C:2]1[CH:3]=[C:4]([C:10]2[CH:14]=[CH:13][N:12]([CH2:15][C@@H:16]([NH:18][C:19]([C:21]3[N:22]=[C:23]([C:26]4[CH:27]=[CH:28][NH:29][N:30]=4)[S:24][CH:25]=3)=[O:20])[CH3:17])[N:11]=2)[CH:5]=[CH:6][C:7]=1[C:8]#[N:9] |f:1.2|. Procedure details: N—((S)-1-(3-(3-chloro-4-cyanophenyl)-1H-pyrazol-1-yl)propan-2-yl)-2-(1-(tetrahydro-2H-pyran-2-yl)-1H-pyrazol-5-yl)thiazole-4-carboxamide (13 mg, 0.025 mmol) was added into a flask under nitrogen atmosphere. 10% HCl/EtOH (0.028 ml, 0.062 mmol) was added and the reaction mixture was stirred in RT for 3 h. The reaction mixture was diluted with ethyl acetate and washed with 1M Na2CO3. The organic phase was dried, filtered and evaporated. Yield 94%. 1H-NMR (400 MHz; MeOD): δ 1.30 (d, 3H), 4.38 (dd, 1... Reactants: O=C([O-])[O-], CC1CN(c2ccccn2)CCN1, CN(C)C=O, ClCc1nc2ccccc2[nH]1, [Cs+], [Cs+]. Yields the product CC1CN(c2ccccn2)CCN1Cc1nc2ccccc2[nH]1. As a reaction SMILES: [C:25](=[O:26])([O-:27])[O-:28].[CH3:1][CH:2]1[CH2:3][N:4]([c:8]2[n:9][cH:10][cH:11][cH:12][cH:13]2)[CH2:5][CH2:6][NH:7]1.[CH3:31][N:32]([CH3:33])[CH:34]=[O:35].[Cl:14][CH2:15][c:16]1[n:17][c:18]2[c:19]([nH:20]1)[cH:21][cH:22][cH:23][cH:24]2.[Cs+:29].[Cs+:30]>>[CH3:1][CH:2]1[CH2:3][N:4]([c:8]2[n:9][cH:10][cH:11][cH:12][cH:13]2)[CH2:5][CH2:6][N:7]1[CH2:15][c:16]1[n:17][c:18]2[c:19]([nH:20]1)[cH:21][cH:22][cH:23][cH:24]2. As a reaction SMILES: Br[C:2]1[CH:3]=[C:4]([C:8]2[NH:29][C:11]3=[N:12][C:13]([N:16]4[CH2:21][CH2:20][CH2:19][CH:18]([C:22]([N:24]5[CH2:28][CH2:27][CH2:26][CH2:25]5)=[O:23])[CH2:17]4)=[CH:14][CH:15]=[C:10]3[N:9]=2)[CH:5]=[N:6][CH:7]=1.[CH3:30][S:31]([O-:33])=[O:32].[Na+].N1CCC[C@H]1C(O)=O.[OH-].[Na+]>CS(C)=O.[Cu](I)I>[CH3:30][S:31]([C:2]1[CH:3]=[C:4]([C:8]2[NH:29][C:11]3=[N:12][C:13]([N:16]4[CH2:21][CH2:20][CH2:19][C@@H:18]([C:22]([N:24]5[CH2:28][CH2:27][CH2:26][CH2:25]5)=[O:23])[CH2:17]4)=[CH:14][CH:15]=[C:10]3[N:9]=2)[CH:5]=[N:6][CH:7]=1)(=[O:33])=[O:32] |f:1.2,4.5|. The reagents and catalysts are [Cu](I)I (copper iodide). Reactants: BrC=1C=C(C=NC1)C1=NC=2C(=NC(=CC2)N2CC(CCC2)C(=O)N2CCCC2)N1 ((1-(2-(5-bromopyridin-3-yl)-3H-imidazo[4,5-b]pyridin-5-yl)piperidin-3-yl)(pyrrolidin-1-yl)methanone), CS(=O)[O-].[Na+] (sodium methylsulfinate), N1[C@H](C(=O)O)CCC1 (L-proline), [OH-].[Na+] (sodium hydroxide). Product: CS(=O)(=O)C=1C=C(C=NC1)C1=NC=2C(=NC(=CC2)N2C[C@@H](CCC2)C(=O)N2CCCC2)N1 ((R)-(1-(2-(5-(Methylsulfonyl)pyridin-3-yl)-3H-imidazo[4,5-b]pyridin-5-yl)piperidin-3-yl)(pyrrolidin-1-yl)methanone). Reaction conditions: temperature 90 celsius. The solvent is CS(=O)C (dimethylsulfoxide). Yield: 55.0%. Procedure: To a solution of R)-(1-(2-(5-bromopyridin-3-yl)-3H-imidazo[4,5-b]pyridin-5-yl)piperidin-3-yl)(pyrrolidin-1-yl)methanone (0.05 g, 0.1 mmol) in dimethylsulfoxide was added sodium methylsulfinate (NaSO2Me) (13 mg, 0.13 mmol), copper iodide, L-proline and sodium hydroxide. The reaction mixture was heated to 90° C. for 14 h. The reaction mixture was partitioned between water and ethyl acetate. The organics were concentrated under reduced pressure and the resulting crude was purified via preparative T... Starting materials: C(C)(C)(C)C1=C(C(=C2C(=NC(=NC2=C1)SC)C1=CC(=CC=C1)NC(CBr)=O)N)C(=O)N (tert-butyl 5-amino-2-methylthio-4-(3-(2-bromoacetamido)-phenyl)-quinazoline-6-carboxamide), N1CCOCC1 (morpholine), O (water), Cl (HCl). Solvent: C(C)#N (acetonitrile), C(Cl)Cl (CH2Cl2), C(C)#N (acetonitrile). Reaction conditions: time 18 hour. Product: C(C)(C)(C)C1=C(C(=C2C(=NC(=NC2=C1)SC)C1=CC(=CC=C1)NC(CN1CCOCC1)=O)N)C(=O)N (tert-Butyl 5-amino-2-methylthio-4-(3-(2-(morpholin-4-yl)-acetamido)-phenyl)-quinazoline-6-carboxamide). RXN SMILES: [C:1]([C:5]1[CH:14]=[C:13]2[C:8]([C:9]([C:17]3[CH:22]=[CH:21][CH:20]=[C:19]([NH:23][C:24](=[O:27])[CH2:25]Br)[CH:18]=3)=[N:10][C:11]([S:15][CH3:16])=[N:12]2)=[C:7]([NH2:28])[C:6]=1[C:29]([NH2:31])=[O:30])([CH3:4])([CH3:3])[CH3:2].[NH:32]1[CH2:37][CH2:36][O:35][CH2:34][CH2:33]1.O.Cl>C(#N)C.C(Cl)Cl>[C:1]([C:5]1[CH:14]=[C:13]2[C:8]([C:9]([C:17]3[CH:22]=[CH:21][CH:20]=[C:19]([NH:23][C:24](=[O:27])[CH2:25][N:32]4[CH2:37][CH2:36][O:35][CH2:34][CH2:33]4)[CH:18]=3)=[N:10][C:11]([S:15][CH3:16])=[N:12]2)=[C:7]([NH2:28])[C:6]=1[C:29]([NH2:31])=[O:30])([CH3:4])([CH3:3])[CH3:2]. Procedure details: To a solution of tert-butyl 5-amino-2-methylthio-4-(3-(2-bromoacetamido)-phenyl)-quinazoline-6-carboxamide (example 28a, 88 mg) in acetonitrile was added morpholine (148 μl) and the mixture was stirred for 18 h. After this time CH2Cl2 (15 ml) was added and the mixture was washed with sat. aqueous NaHCO3. The organic layer was dried (MgSO4) and concentrated in vacuo. The title compound was purified by chromatography on silica gel using CH2Cl2/MeOH=1/0 to 9/1 (v/v) as eluent. The title compound wa... RXN SMILES: [Cl-].[OH:2][CH:3]1[CH2:6][NH:5][CH2:4]1.C1CCN2C(=NCCC2)CC1.N1C=CC=CC=1.[NH2:24][C:25]1[CH:26]=[C:27]([N:33]2[C:42]3[C:37](=[CH:38][C:39]([F:45])=[C:40](F)[C:41]=3[CH3:43])[C:36](=[O:46])[C:35]([C:47]([OH:49])=[O:48])=[CH:34]2)[C:28]([CH3:32])=[CH:29][C:30]=1[F:31]>C(OCC)C>[NH2:24][C:25]1[CH:26]=[C:27]([N:33]2[C:42]3[C:37](=[CH:38][C:39]([F:45])=[C:40]([N:5]4[CH2:6][CH:3]([OH:2])[CH2:4]4)[C:41]=3[CH3:43])[C:36](=[O:46])[C:35]([C:47]([OH:49])=[O:48])=[CH:34]2)[C:28]([CH3:32])=[CH:29][C:30]=1[F:31] |f:0.1|. The reactants are [Cl-].OC1CNC1 (3-hydroxyazetidine monochloride), C1CCC2=NCCCN2CC1 (1,8-diazabicyclo[5.4.0]-7-undecene), N1=CC=CC=C1 (pyridine), NC=1C=C(C(=CC1F)C)N1C=C(C(C2=CC(=C(C(=C12)C)F)F)=O)C(=O)O (1-(3-amino-4-fluoro-6-methylphenyl)-6,7-difluoro-8-methyl-4-oxo-1,4-dihydroquinoline-3-carboxylic acid). Reaction conditions: temperature 90 celsius, time 20 minute. Yield: 40.7%. The solvent is C(C)OCC (Diethylether). Procedure: 70 mg of 3-hydroxyazetidine monochloride, 200 mg of 1,8-diazabicyclo[5.4.0]-7-undecene, and 200 mg of pyridine were stirred at 80° C., and to this mixture was added 150 mg of 1-(3-amino-4-fluoro-6-methylphenyl)-6,7-difluoro-8-methyl-4-oxo-1,4-dihydroquinoline-3-carboxylic acid. The mixture was stirred at 90° C. for 20 minutes. Diethylether was added to the reaction solution, and the solution was decanted. 1 ml of ethanol was added to the residue and the solid precipitate was collected by filtrat... Yields the product NC=1C=C(C(=CC1F)C)N1C=C(C(C2=CC(=C(C(=C12)C)N1CC(C1)O)F)=O)C(=O)O (1-(3-amino-4-fluoro-6-methylphenyl)-6-fluoro-7-(3-hydroxyazetidin-1-yl)-8-methyl-4-oxo-1,4-dihydroquinoline-3-carboxylic Acid). Starting materials: CC1=CC(=NC=C1)N(C(OC(C)(C)C)=O)CCNS(=O)(=O)\C=C\C(F)(F)F (tert-butyl N-(4-methyl-2-pyridyl)-N-[2-[[(E)-3,3,3-trifluoroprop-1-enyl]sulfonyl-amino]ethyl]carbamate), Cl (HCl). Solvent: O1CCOCC1 (dioxane). Run at temperature 0 celsius, time 30 minute. The product is FC(/C=C/S(=O)(=O)NCCNC1=NC=CC(=C1)C)(F)F ((E)-3,3,3-Trifluoro-N-[2-[(4-methyl-2-pyridyl)amino]ethyl]prop-1-ene-1-sulfonamide). Isolated yield 71.1%. RXN SMILES: [CH3:1][C:2]1[CH:7]=[CH:6][N:5]=[C:4]([N:8]([CH2:16][CH2:17][NH:18][S:19](/[CH:22]=[CH:23]/[C:24]([F:27])([F:26])[F:25])(=[O:21])=[O:20])C(=O)OC(C)(C)C)[CH:3]=1.Cl>O1CCOCC1>[F:27][C:24]([F:25])([F:26])/[CH:23]=[CH:22]/[S:19]([NH:18][CH2:17][CH2:16][NH:8][C:4]1[CH:3]=[C:2]([CH3:1])[CH:7]=[CH:6][N:5]=1)(=[O:20])=[O:21]. Procedure: To a cooled solution (0° C.) of tert-butyl N-(4-methyl-2-pyridyl)-N-[2-[[(E)-3,3,3-trifluoroprop-1-enyl]sulfonyl-amino]ethyl]carbamate (190 mg, 0.464 mmol) in dioxane (10 ml) was added HCl (4M solution in dioxane, 3.5 ml, 14 mmol). The mixture was stirred at 0° C. for 30 minutes and then for 48 hours at room temperature. The mixture was evaporated to dryness under reduced pressure and the residue was partitioned between saturated sodium bicarbonate solution and DCM. Layers were separated and the...